From a dataset of the Open Reaction Database (ORD), a public repository of structured organic reaction records. describe an organic reaction: reactants, conditions, products, and yield Run in C(C)(=O)OCC (ethyl acetate), CN(C=O)C (dimethylformamide), CN(C=O)C (dimethylformamide). Isolated yield 31.8%. Conditions: time 8 hour. The reactants are COCCl (chloromethyl methyl ether), COC=1C=C2C(=C(NC2=CC1)C(=O)N)OC(C)C (5-Methoxy-3-(1-methylethoxy)-1H-indole-2-carboxamide), [H-].[Na+] (sodium hydride). Reported procedure: 5-Methoxy-3-(1-methylethoxy)-1H-indole-2-carboxamide (106 mg, 0.43 mmol) in 4 mL of dimethylformamide is added to a suspension of sodium hydride (60% by weight) (30 mg, 0.75 mol) in 2 mL of dimethylformamide. After 1 hour chloromethyl methyl ether (60 μL, 0.79 mmol) is added, and the solution is stirred at room temperature overnight. The reaction mixture is diluted with ethyl acetate and washed with brine. The organic layer is dried over MgSO4. Filtration followed by concentration in vacuo and s... Product: COC=1C=C2C(=C(N(C2=CC1)COC)C(=O)N)OC(C)C (5-methoxy-1-methoxymethyl-3-(1-methylethoxy)-1H-indole-2-carboxamide). RXN SMILES: [CH3:1][O:2][C:3]1[CH:4]=[C:5]2[C:9](=[CH:10][CH:11]=1)[NH:8][C:7]([C:12]([NH2:14])=[O:13])=[C:6]2[O:15][CH:16]([CH3:18])[CH3:17].[H-].[Na+].[CH3:21][O:22][CH2:23]Cl>CN(C)C=O.C(OCC)(=O)C>[CH3:1][O:2][C:3]1[CH:4]=[C:5]2[C:9](=[CH:10][CH:11]=1)[N:8]([CH2:21][O:22][CH3:23])[C:7]([C:12]([NH2:14])=[O:13])=[C:6]2[O:15][CH:16]([CH3:18])[CH3:17] |f:1.2|.